This data is from the Open Reaction Database (ORD), a public repository of structured organic reaction records. The task is: describe an organic reaction: reactants, conditions, products, and yield The reactants are C, N#CC(c1ccccc1)(c1ccccc1)C1CCN(Cc2ccccc2)C1, CCO, [H][H], [Pd]. The product is N#CC(c1ccccc1)(c1ccccc1)C1CCNC1. RXN SMILES: [C:30].[CH2:1]([c:2]1[cH:3][cH:4][cH:5][cH:6][cH:7]1)[N:8]1[CH2:9][CH:10]([C:13]([c:14]2[cH:15][cH:16][cH:17][cH:18][cH:19]2)([c:20]2[cH:21][cH:22][cH:23][cH:24][cH:25]2)[C:26]#[N:27])[CH2:11][CH2:12]1.[CH3:32][CH2:33][OH:34].[H:28][H:29].[Pd:31]>>[NH:8]1[CH2:9][CH:10]([C:13]([c:14]2[cH:15][cH:16][cH:17][cH:18][cH:19]2)([c:20]2[cH:21][cH:22][cH:23][cH:24][cH:25]2)[C:26]#[N:27])[CH2:11][CH2:12]1. The reactants are CN1CCCC1=O, Cc1cc(C)c(O)c(C)c1, Cn1ccc2nc(Cl)nc(Cl)c21, [H-], [Na+], O. The product is Cc1cc(C)c(Oc2nc(Cl)nc3ccn(C)c23)c(C)c1. As a reaction SMILES: [CH3:25][N:26]1[CH2:27][CH2:28][CH2:29][C:30]1=[O:31].[CH3:3][c:4]1[c:5]([OH:12])[c:6]([CH3:11])[cH:7][c:8]([CH3:10])[cH:9]1.[Cl:13][c:14]1[n:15][c:16]([Cl:24])[c:17]2[c:18]([n:19]1)[cH:20][cH:21][n:22]2[CH3:23].[H-:2].[Na+:1].[OH2:32]>>[CH3:3][c:4]1[c:5]([O:12][c:16]2[n:15][c:14]([Cl:13])[n:19][c:18]3[c:17]2[n:22]([CH3:23])[cH:21][cH:20]3)[c:6]([CH3:11])[cH:7][c:8]([CH3:10])[cH:9]1. Reactants: NN=C1c2ccccc2-c2ccc(Cl)cc21, C1CCOC1. Yields the product [N-]=[N+]=C1c2ccccc2-c2ccc(Cl)cc21. RXN SMILES: [Cl:1][c:2]1[cH:3][c:4]2[c:12]([cH:13][cH:14]1)-[c:11]1[c:6]([cH:7][cH:8][cH:9][cH:10]1)[C:5]2=[N:15][NH2:16].[O:17]1[CH2:18][CH2:19][CH2:20][CH2:21]1>>[Cl:1][c:2]1[cH:3][c:4]2[c:12]([cH:13][cH:14]1)-[c:11]1[c:6]([cH:7][cH:8][cH:9][cH:10]1)[C:5]2=[N+:15]=[N-:16]. The reactants are Cc1ccccc1, CC(C)Oc1ccc(CO)cc1C(F)(F)F, O=S(Cl)Cl. The product is CC(C)Oc1ccc(CCl)cc1C(F)(F)F. Reaction SMILES: [CH3:21][c:22]1[cH:23][cH:24][cH:25][cH:26][cH:27]1.[CH:1]([CH3:2])([CH3:3])[O:4][c:5]1[c:6]([C:13]([F:14])([F:15])[F:16])[cH:7][c:8]([CH2:11][OH:12])[cH:9][cH:10]1.[S:17]([Cl:18])([Cl:19])=[O:20]>>[CH:1]([CH3:2])([CH3:3])[O:4][c:5]1[c:6]([C:13]([F:14])([F:15])[F:16])[cH:7][c:8]([CH2:11][Cl:19])[cH:9][cH:10]1. Reactants: O=C([O-])[O-], CN(C)C=O, Cc1oc(-c2ccccc2)nc1CCl, [K+], [K+], O, CCOC(=O)Cc1ccc(O)c(OC)c1. Yields the product CCOC(=O)Cc1ccc(OCc2nc(-c3ccccc3)oc2C)c(OC)c1. RXN SMILES: [C:16](=[O:17])([O-:18])[O-:19].[CH3:22][N:23]([CH3:24])[CH:25]=[O:26].[Cl:27][CH2:28][c:29]1[n:30][c:31](-[c:35]2[cH:36][cH:37][cH:38][cH:39][cH:40]2)[o:32][c:33]1[CH3:34].[K+:20].[K+:21].[OH2:41].[OH:1][c:2]1[c:3]([O:14][CH3:15])[cH:4][c:5]([CH2:8][C:9](=[O:10])[O:11][CH2:12][CH3:13])[cH:6][cH:7]1>>[O:1]([c:2]1[c:3]([O:14][CH3:15])[cH:4][c:5]([CH2:8][C:9](=[O:10])[O:11][CH2:12][CH3:13])[cH:6][cH:7]1)[CH2:28][c:29]1[n:30][c:31](-[c:35]2[cH:36][cH:37][cH:38][cH:39][cH:40]2)[o:32][c:33]1[CH3:34]. Reactants: n-BuLi hexanes, [Br-].N1(CCCC1)CC[P+](C1=CC=CC=C1)(C1=CC=CC=C1)C1=CC=CC=C1 ((2-pyrrolidinoethyl)triphenylphosphonium bromide), C1(=CC=C(C=C1)C(=O)C1=CC=CC(=N1)/C=C/C(=O)OCC)C (Ethyl (E)-3-[6-(4-toluoyl)-2-pyridyl]acrylate), Triprolidine ester. Solvent: C1CCOC1 (THF), C1CCOC1 (THF). Yields the product CC=1C=CC(=CC1)/C(=C\CN2CCCC2)/C=3C=CC=CN3 (Triprolidine). Reaction SMILES: [Br-].[N:2]1([CH2:7][CH2:8][P+](C2C=CC=CC=2)(C2C=CC=CC=2)C2C=CC=CC=2)[CH2:6][CH2:5][CH2:4][CH2:3]1.[C:28]1([CH3:49])[CH:33]=[CH:32][C:31]([C:34]([C:36]2[N:41]=[C:40](/C=C/C(OCC)=O)[CH:39]=[CH:38][CH:37]=2)=O)=[CH:30][CH:29]=1>C1COCC1>[CH3:49][C:28]1[CH:33]=[CH:32][C:31](/[C:34](/[C:36]2[CH:37]=[CH:38][CH:39]=[CH:40][N:41]=2)=[CH:8]\[CH2:7][N:2]2[CH2:3][CH2:4][CH2:5][CH2:6]2)=[CH:30][CH:29]=1 |f:0.1|. Reported procedure: A solution of 25 mL of 1.6 M n-BuLi/hexanes was added to a stirred and cooled (0° C.) suspension of (2-pyrrolidinoethyl)triphenylphosphonium bromide (17.24 g, 39.18 mmol) in dry THF (250 mL) over a period of ˜4 min. The ylide-forming reaction mixture was stirred an additional 10 min at 0° C., followed by the addition of one aliquot of a solution of 5c (4.52 g, 15.3 mmol) in dry THF (75 mL). After stirring at 0° C. for only 2 min, the reaction mixture was quenched by the addition of water (100 mL...